This data is from the Open Reaction Database (ORD), a public repository of structured organic reaction records. The task is: describe an organic reaction: reactants, conditions, products, and yield Starting materials: OCCN1CCN(CC1)C1=CC(=C(C#N)C=C1)C(F)(F)F (4-[4-(2-Hydroxy-ethyl)-piperazin-1-yl]-2-trifluoromethyl-benzonitrile), C([O-])([O-])=O.[K+].[K+] (potassium carbonate), C1(=CC=CC=C1)P(C1=CC=CC=C1)C1=CC=CC=C1 (triphenylphosphine), C(Br)(Br)(Br)Br (carbon tetrabromide). Run in ClCCl (dichloromethane), ClCCl (dichloromethane). Run at time 90 minute. Yields the product BrCCN1CCN(CC1)C1=CC(=C(C#N)C=C1)C(F)(F)F (4-[4-(2-Bromo-ethyl)-piperazin-1-yl]-2-trifluoromethyl-benzonitrile). The yield is 50.6%. RXN SMILES: O[CH2:2][CH2:3][N:4]1[CH2:9][CH2:8][N:7]([C:10]2[CH:17]=[CH:16][C:13]([C:14]#[N:15])=[C:12]([C:18]([F:21])([F:20])[F:19])[CH:11]=2)[CH2:6][CH2:5]1.C(=O)([O-])[O-].[K+].[K+].C1(P(C2C=CC=CC=2)C2C=CC=CC=2)C=CC=CC=1.C(Br)(Br)(Br)[Br:48]>ClCCl>[Br:48][CH2:2][CH2:3][N:4]1[CH2:9][CH2:8][N:7]([C:10]2[CH:17]=[CH:16][C:13]([C:14]#[N:15])=[C:12]([C:18]([F:21])([F:20])[F:19])[CH:11]=2)[CH2:6][CH2:5]1 |f:1.2.3|. Procedure: To a solution of alcohol 30a (35 mg, 0.12 mmol) in dichloromethane (4 mL) at 0° C. were added potassium carbonate (71 mg, 0.51 mmol), triphenylphosphine (88 mg, 0.34 mmol), and carbon tetrabromide (112 mg, 0.35 mmol). The solution was allowed to return at room temperature and was stirred for 90 min. The resulting solution was diluted with dichloromethane (25 mL), washed with a 10% sodium bicarbonate solution and filtered over a cotton plug. Purification of the resulting crude product by flash ch... Reactants: C[Si](C)(C)OC1=CCCCC1, OCC(O)C(CO)OCc1ccccc1, CCOCC, Cl. Product: OCC(OCc1ccccc1)C1COC2(CCCCC2)O1. Reaction SMILES: [C:16]1([O:22][Si:23]([CH3:24])([CH3:25])[CH3:26])=[CH:17][CH2:18][CH2:19][CH2:20][CH2:21]1.[CH2:1]([c:2]1[cH:3][cH:4][cH:5][cH:6][cH:7]1)[O:8][CH:9]([CH2:10][OH:11])[CH:12]([CH2:13][OH:14])[OH:15].[CH3:28][CH2:29][O:30][CH2:31][CH3:32].[ClH:27]>>[CH2:1]([c:2]1[cH:3][cH:4][cH:5][cH:6][cH:7]1)[O:8][CH:9]([CH2:10][OH:11])[CH:12]1[CH2:13][O:14][C:16]2([O:15]1)[CH2:17][CH2:18][CH2:19][CH2:20][CH2:21]2. Starting materials: C(C1=CC=CC=C1)N1CCC(CC1)CC(CC#N)(C)C (4-(1-benzylpiperidin-4-yl)-3,3-dimethylbutyronitrile), aqueous solution, [OH-].[K+] (potassium hydroxide), C(CO)O (ethylene glycol), Cl (hydrochloric acid), S(=O)(Cl)Cl (thionyl chloride). Run in C(C)O (ethanol), CO (methanol), O (water). Run at time 72 hour. Product: C(C1=CC=CC=C1)N1CCC(CC1)CC(CC(=O)OC)(C)C (Methyl 4-(1-benzylpiperidin-4-yl)-3,3-dimethylbutanoate). Reaction SMILES: [CH2:1]([N:8]1[CH2:13][CH2:12][CH:11]([CH2:14][C:15]([CH3:20])([CH3:19])[CH2:16][C:17]#N)[CH2:10][CH2:9]1)[C:2]1[CH:7]=[CH:6][CH:5]=[CH:4][CH:3]=1.[OH-:21].[K+].Cl.S(Cl)(Cl)=O.C(O)[CH2:29][OH:30]>CO.C(O)C.O>[CH2:1]([N:8]1[CH2:13][CH2:12][CH:11]([CH2:14][C:15]([CH3:20])([CH3:19])[CH2:16][C:17]([O:30][CH3:29])=[O:21])[CH2:10][CH2:9]1)[C:2]1[CH:7]=[CH:6][CH:5]=[CH:4][CH:3]=1 |f:1.2|. Procedure: To a solution of 4.7 g of 4-(1-benzylpiperidin-4-yl)-3,3-dimethylbutyronitrile in ethylene glycol (20 ml) was added 30 ml of an aqueous solution of 23 g of potassium hydroxide and the resulting mixture was reacted at 200° C. for 10 hours. After bringing back to room temperature, water was added to the reaction mixture. Then the reaction mixture was made weakly acidic with hydrochloric acid. After adding ethanol, the solvent was distilled off under reduced pressure. The crude product thus obtaine... Starting materials: O (water), OC1=CN=C(C=C1C=O)OC (5-hydroxy-2-methoxyisonicotinaldehyde), BrC1=NC=CC=C1CCl (2-bromo-3-(chloromethyl)pyridine), C(=O)([O-])[O-].[K+].[K+] (K2CO3). The solvent is CN(C)C=O (DMF). Run at temperature 50 celsius. Yields the product BrC1=NC=CC=C1COC1=CN=C(C=C1C=O)OC (5-((2-bromopyridin-3-yl)methoxy)-2-methoxyisonicotinaldehyde). Isolated yield 85.0%. Reaction SMILES: [OH:1][C:2]1[C:7]([CH:8]=[O:9])=[CH:6][C:5]([O:10][CH3:11])=[N:4][CH:3]=1.[Br:12][C:13]1[C:18]([CH2:19]Cl)=[CH:17][CH:16]=[CH:15][N:14]=1.C([O-])([O-])=O.[K+].[K+].O>CN(C=O)C>[Br:12][C:13]1[C:18]([CH2:19][O:1][C:2]2[C:7]([CH:8]=[O:9])=[CH:6][C:5]([O:10][CH3:11])=[N:4][CH:3]=2)=[CH:17][CH:16]=[CH:15][N:14]=1 |f:2.3.4|. Procedure details: A mixture of 5-hydroxy-2-methoxyisonicotinaldehyde (306 mg, 2 mmol, 1 eq.), 2-bromo-3-(chloromethyl)pyridine (crude above, 2 mmol), and K2CO3 (828 mg, 6 mmol, 3 eq.) in DMF (1.0 mL) was heated at 50° C. for 2 h. The mixture was cooled and added to water (50 mL) dropwise. The precipitate was filtered, washed with water, dried under high vacuo to give 5-((2-bromopyridin-3-yl)methoxy)-2-methoxyisonicotinaldehyde (350 mg, 85%) as an yellow solid. 1H NMR (400 MHz; CDCl3) δ=10.51 (s, 1H), 8.42 (dd, 1H... The reactants are CCOC(COc1ccc(F)nc1)OCC, CC(C)(C)[O-], Cc1cnc(Nc2ncnc3ccc(O)cc23)cn1, CS(C)=O, [K+]. Product: CCOC(COc1ccc(Oc2ccc3ncnc(Nc4cnc(C)cn4)c3c2)nc1)OCC. RXN SMILES: [CH2:1]([CH3:2])[O:3][CH:4]([CH2:5][O:6][c:7]1[cH:8][cH:9][c:10]([F:13])[n:11][cH:12]1)[O:14][CH2:15][CH3:16].[CH3:17][C:18]([CH3:19])([O-:20])[CH3:21].[CH3:23][c:24]1[n:25][cH:26][c:27]([NH:30][c:31]2[n:32][cH:33][n:34][c:35]3[cH:36][cH:37][c:38]([OH:41])[cH:39][c:40]23)[n:28][cH:29]1.[CH3:42][S:43](=[O:44])[CH3:45].[K+:22]>>[CH2:1]([CH3:2])[O:3][CH:4]([CH2:5][O:6][c:7]1[cH:8][cH:9][c:10]([O:41][c:38]2[cH:37][cH:36][c:35]3[n:34][cH:33][n:32][c:31]([NH:30][c:27]4[cH:26][n:25][c:24]([CH3:23])[cH:29][n:28]4)[c:40]3[cH:39]2)[n:11][cH:12]1)[O:14][CH2:15][CH3:16]. Starting materials: ClC=1C=C(CN2CCN(CC2)C2=C(C=CC=C2)N)C=CC1Cl (2-[4-(3,4-dichlorobenzyl)-piperazin-1-yl]-phenylamine), COC=1C=C(C=CC1)N=C=O (3-methoxyphenyl isocyanate). The solvent is C(C)N(CC)CC (triethylamine), ClCCl (dichloromethane). Yields the product ClC=1C=C(CN2CCN(CC2)C2=C(C=CC=C2)NC(=O)NC2=CC(=CC=C2)OC)C=CC1Cl (1-{2-[4-(3,4-dichloro-benzyl)-piperazin-1-yl]-phenyl}-3-(3-methoxy-phenyl)-urea). Yield: 14.5%. Reaction SMILES: [Cl:1][C:2]1[CH:3]=[C:4]([CH:19]=[CH:20][C:21]=1[Cl:22])[CH2:5][N:6]1[CH2:11][CH2:10][N:9]([C:12]2[CH:17]=[CH:16][CH:15]=[CH:14][C:13]=2[NH2:18])[CH2:8][CH2:7]1.[CH3:23][O:24][C:25]1[CH:26]=[C:27]([N:31]=[C:32]=[O:33])[CH:28]=[CH:29][CH:30]=1>C(N(CC)CC)C.ClCCl>[Cl:1][C:2]1[CH:3]=[C:4]([CH:19]=[CH:20][C:21]=1[Cl:22])[CH2:5][N:6]1[CH2:7][CH2:8][N:9]([C:12]2[CH:17]=[CH:16][CH:15]=[CH:14][C:13]=2[NH:18][C:32]([NH:31][C:27]2[CH:28]=[CH:29][CH:30]=[C:25]([O:24][CH3:23])[CH:26]=2)=[O:33])[CH2:10][CH2:11]1. Procedure details: 2-[4-(3,4-dichlorobenzyl)-piperazin-1-yl]-phenylamine (45 mg) was dissolved in a solution of triethylamine in dichloromethane (3 mL, 0.29 M in triethylamine). This solution was added to a test tube containing 3-methoxyphenyl isocyanate (45 mg). After standing at ambient temperature for several days, the reaction was directly passed through a small pad of silica and eluted with 10% ethyl acetate in hexanes, then with 50% ethyl acetate in hexanes. Solvent removal left 26.2 mg of the product, which... Starting materials: COc1ccc([N+](=O)[O-])c(N(S(C)(=O)=O)S(C)(=O)=O)c1, [Na+], C1CCOC1, [OH-], O. Product: COc1ccc([N+](=O)[O-])c(NS(C)(=O)=O)c1. Reaction SMILES: [CH3:1][O:2][c:3]1[cH:4][cH:5][c:6]([N+:18](=[O:19])[O-:20])[c:7]([N:9]([S:10](=[O:11])(=[O:12])[CH3:13])[S:14]([CH3:15])(=[O:16])=[O:17])[cH:8]1.[Na+:27].[O:21]1[CH2:22][CH2:23][CH2:24][CH2:25]1.[OH-:26].[OH2:28]>>[CH3:1][O:2][c:3]1[cH:4][cH:5][c:6]([N+:18](=[O:19])[O-:20])[c:7]([NH:9][S:10](=[O:11])(=[O:12])[CH3:13])[cH:8]1.